describe an organic reaction: reactants, conditions, products, and yield From a dataset of the Open Reaction Database (ORD), a public repository of structured organic reaction records. Reaction SMILES: [CH3:35][CH2:36][OH:37].[NH2:1][c:2]1[c:3]2[c:4](=[O:32])[cH:5][c:6]([C:27](=[O:28])[O:29][CH2:30][CH3:31])[n:7]([CH:24]3[CH2:25][CH2:26]3)[c:8]2[c:9]([F:23])[c:10]([NH:13][CH2:14][CH2:15][NH:16][c:17]2[n:18][cH:19][cH:20][cH:21][cH:22]2)[c:11]1[F:12].[Na+:34].[OH-:33]>>[NH2:1][c:2]1[c:3]2[c:4](=[O:32])[cH:5][c:6]([C:27](=[O:28])[OH:29])[n:7]([CH:24]3[CH2:25][CH2:26]3)[c:8]2[c:9]([F:23])[c:10]([NH:13][CH2:14][CH2:15][NH:16][c:17]2[n:18][cH:19][cH:20][cH:21][cH:22]2)[c:11]1[F:12]. The reactants are CCO, CCOC(=O)c1cc(=O)c2c(N)c(F)c(NCCNc3ccccn3)c(F)c2n1C1CC1, [Na+], [OH-]. Product: Nc1c(F)c(NCCNc2ccccn2)c(F)c2c1c(=O)cc(C(=O)O)n2C1CC1. Reactants: NC1=NNC2=CC=CC=C12 (3-aminoindazole), C(C=1C(C(=O)O)=CC=CC1)(=O)O (phthalic acid), O1CCOCC1 (dioxane), C(C)OCC (diethyl ether). Run in O (water). Run at temperature 120 celsius, time 5 hour. Product: C1(C=2C(C(N1C1=NNC3=CC=CC=C13)=O)=CC=CC2)=O (3-phthalimidoindazole). Isolated yield 87.0%. RXN SMILES: [NH2:1][C:2]1[C:10]2[C:5](=[CH:6][CH:7]=[CH:8][CH:9]=2)[NH:4][N:3]=1.[C:11](O)(=[O:21])[C:12]1[C:13](=[CH:17][CH:18]=[CH:19][CH:20]=1)[C:14](O)=[O:15].O1CCOCC1.C(OCC)C>O>[C:11]1(=[O:21])[N:1]([C:2]2[C:10]3[C:5](=[CH:6][CH:7]=[CH:8][CH:9]=3)[NH:4][N:3]=2)[C:14](=[O:15])[C:13]2=[CH:17][CH:18]=[CH:19][CH:20]=[C:12]12. Procedure: 5.0 g of the same 3-aminoindazole as Example 1 and 6.68 g of phthalic acid were added to 50 ml of dioxane, and the mixture was stirred for 5 hours at 120° C. The mixture was condensed under reduced pressure, 30 ml of diethyl ether was added and the mixture was stirred under cooling with ice and water for 30 minutes to separate crystals. The crystals were obtained by filtration and dried under reduced pressure to give 8.6 g of 3-phthalimidoindazole in a yield of 87%. Reactants: BrC1=C2C(=NN(C2=CC=C1)CC1=CC=C(C=C1)OC)C(C)C (4-bromo-3-(isopropyl)-1-(4-methoxybenzyl)-1H-indazole), Cl.N1C=NC(=C1)C=1C=NC=CC1 (3-(1H-imidazol-4-yl)pyridine hydrochloride), poly(ethylene glycol), N1=CC=CC2=CC=CC(=C12)O (8-quinolinol), C([O-])([O-])=O.[Cs+].[Cs+] (cesium carbonate). Reagents/catalysts: [Cu-]=O (copper(I) oxide). The solvent is CS(=O)C (DMSO). Conditions: temperature 125 celsius. Product: COC1=CC=C(CN2N=CC3=C(C=CC=C23)N2C=NC(=C2)C=2C=NC=CC2)C=C1 (4-methoxybenzyl-4-(4-(pyridin-3-yl)-1H-imidazol-1-yl)-1H-indazole). RXN SMILES: Br[C:2]1[CH:10]=[CH:9][CH:8]=[C:7]2[C:3]=1[C:4](C(C)C)=[N:5][N:6]2[CH2:11][C:12]1[CH:17]=[CH:16][C:15]([O:18][CH3:19])=[CH:14][CH:13]=1.Cl.[NH:24]1[CH:28]=[C:27]([C:29]2[CH:30]=[N:31][CH:32]=[CH:33][CH:34]=2)[N:26]=[CH:25]1.N1C2C(=CC=CC=2O)C=CC=1.C(=O)([O-])[O-].[Cs+].[Cs+]>CS(C)=O.[Cu-]=O>[CH3:19][O:18][C:15]1[CH:14]=[CH:13][C:12]([CH2:11][N:6]2[C:7]3[C:3](=[C:2]([N:24]4[CH:28]=[C:27]([C:29]5[CH:30]=[N:31][CH:32]=[CH:33][CH:34]=5)[N:26]=[CH:25]4)[CH:10]=[CH:9][CH:8]=3)[CH:4]=[N:5]2)=[CH:17][CH:16]=1 |f:1.2,4.5.6|. Procedure: A solution of the colorless oily substance (4-bromo-3-(isopropyl)-1-(4-methoxybenzyl)-1H-indazole) (2.4 g), 3-(1H-imidazol-4-yl)pyridine hydrochloride (1.75 g), copper(I) oxide (96 mg), poly(ethylene glycol) (1.34 g), 8-quinolinol (194 mg), and cesium carbonate (8.7 g) in DMSO (22 mL) was stirred overnight under heating at 125° C. After completion of the reaction, the reaction solution was allowed to standing still for cooling, filtered, and the filtrate was partitioned between ethyl acetate and... Reactants: ClCCC1SC2=C(C(N(C1)C)=O)C=CC=N2 (2-(2-chloroethyl)-2,3-dihydro-4-methylpyrido[3,2-f][1,4]-thiazepin-5(4H)-one), CNC (dimethylamine), CNC (dimethylamine), hydrochloride salt. Product: Cl.Cl.CN(CCC1SC2=C(C(N(C1)C)=O)C=CC=N2)C (2-[2-(Dimethylamino)ethyl]-2,3-dihydro-4-methylpyrido[3,2-f][1,4]-thiazepin-5(4H)-one dihydrochloride). As a reaction SMILES: [Cl:1][CH2:2][CH2:3][CH:4]1[CH2:10][N:9]([CH3:11])[C:8](=[O:12])[C:7]2[CH:13]=[CH:14][CH:15]=[N:16][C:6]=2[S:5]1.[CH3:17][NH:18][CH3:19]>>[ClH:1].[ClH:1].[CH3:17][N:18]([CH3:19])[CH2:2][CH2:3][CH:4]1[CH2:10][N:9]([CH3:11])[C:8](=[O:12])[C:7]2[CH:13]=[CH:14][CH:15]=[N:16][C:6]=2[S:5]1 |f:2.3.4|. Procedure: A solution of 1.5 g (0.0058 mole) of 2-(2-chloroethyl)-2,3-dihydro-4-methylpyrido[3,2-f][1,4]-thiazepin-5(4H)-one in 20 ml of dimethylamine was stirred at 25° C. in a sealed container for 72 hr. The excess dimethylamine was allowed to evaporate and the residue was partitioned between chloroform and dilute sodium hydroxide. The chloroform layer was concentrated and the residue, the free base of the title compound, was dissolved in isopropyl alcohol and reacted with hydrogen chloride. The resultin... The reactants are FC1=CC=C(C=C1)N1N=CC=2C=C3C(=NC21)CCCC=2C3(CCC(C2)=O)CC2=NC=CC=C2 (rac-9-(4-fluorophenyl)-12b-(pyridin-2-ylmethyl)-1,5,6,7,9,12b-hexahydrobenzo[3,4]cyclohepta[1,2-b]pyrazolo[4,3-e]pyridin-3(2H)-one), [H][H] (hydrogen). The reagents and catalysts are [Pd] (palladium on carbon). Run in C1CCOC1 (THF), N1=CC=CC=C1 (pyridine). The product is FC1=CC=C(C=C1)N1N=CC=2C=C3C(=NC21)CCCC2C3(CCC(C2)=O)CC2=NC=CC=C2 (rac-(4aR,12bR)-9-(4-fluorophenyl)-12b-(pyridin-2-ylmethyl)-1,4,4a,5,6,7,9,12b-octahydrobenzo[3,4]cyclohepta[1,2-b]pyrazolo[4,3-e]pyridin-3(2H)-one). The yield is 59.5%. As a reaction SMILES: [F:1][C:2]1[CH:7]=[CH:6][C:5]([N:8]2[C:16]3[N:15]=[C:14]4[CH2:17][CH2:18][CH2:19][C:20]5[C:21]([CH2:27][C:28]6[CH:33]=[CH:32][CH:31]=[CH:30][N:29]=6)([CH2:22][CH2:23][C:24](=[O:26])[CH:25]=5)[C:13]4=[CH:12][C:11]=3[CH:10]=[N:9]2)=[CH:4][CH:3]=1.[H][H]>C1COCC1.N1C=CC=CC=1.[Pd]>[F:1][C:2]1[CH:7]=[CH:6][C:5]([N:8]2[C:16]3[N:15]=[C:14]4[CH2:17][CH2:18][CH2:19][CH:20]5[CH2:25][C:24](=[O:26])[CH2:23][CH2:22][C:21]5([CH2:27][C:28]5[CH:33]=[CH:32][CH:31]=[CH:30][N:29]=5)[C:13]4=[CH:12][C:11]=3[CH:10]=[N:9]2)=[CH:4][CH:3]=1. Reported procedure: 9-(4-Fluorophenyl)-12b-(pyridin-2-ylmethyl)-1,5,6,7,9,12b-hexahydrobenzo[3,4]cyclohepta[1,2-b]pyrazolo[4,3-e]pyridin-3 (2H)-one (116, R1=4-Fluorophenyl, R2=Pyridin-2-ylmethyl) (9.28 g, 21.16 mmol) in THF (170 mL) and pyridine (22 mL) with palladium on carbon (10%) (0.690 g, 0.648 mmol) was hydrogenated in a Parr shaker at 50 psi hydrogen and rt for about 8 h. The mixture was filtered through a pad of Celite® and the pad was washed with DCM. The filtrate was concentrated under reduced pressure an... Starting materials: Cc1nc(C)c(CN)s1, CC#N, COc1cc2c(Cl)c(C(N)=O)cnc2cc1-c1c(C)noc1C, O. Yields the product COc1cc2c(NCc3sc(C)nc3C)c(C(N)=O)cnc2cc1-c1c(C)noc1C. As a reaction SMILES: [CH3:24][c:25]1[s:26][c:27]([CH2:31][NH2:32])[c:28]([CH3:30])[n:29]1.[CH3:34][C:35]#[N:36].[Cl:1][c:2]1[c:3]([C:21](=[O:22])[NH2:23])[cH:4][n:5][c:6]2[cH:7][c:8](-[c:14]3[c:15]([CH3:20])[n:16][o:17][c:18]3[CH3:19])[c:9]([O:12][CH3:13])[cH:10][c:11]12.[OH2:33]>>[c:2]1([NH:32][CH2:31][c:27]2[s:26][c:25]([CH3:24])[n:29][c:28]2[CH3:30])[c:3]([C:21](=[O:22])[NH2:23])[cH:4][n:5][c:6]2[cH:7][c:8](-[c:14]3[c:15]([CH3:20])[n:16][o:17][c:18]3[CH3:19])[c:9]([O:12][CH3:13])[cH:10][c:11]12.